From a dataset of the Open Reaction Database (ORD), a public repository of structured organic reaction records. describe an organic reaction: reactants, conditions, products, and yield Starting materials: [F-].[Cs+] (cesium fluoride), OC(C)(C)C1C(NC1C#C[Si](C)(C)C)=O (3-(1-hydroxy-1-methylethyl)-4-trimethylsilylethynyl-2-azetidinone), O1CCCC1 (tetrahydrofuran), CO (methanol). Solvent: O (water), C(C)(=O)OCC (ethyl acetate), O (water). Yields the product OC(C)(C)[C@@H]1C(N[C@H]1C#C)=O (trans-3-(1-hydroxy-1-methylethyl)-4-ethynyl-2-azetidinone). Isolated yield 41.2%. RXN SMILES: [F-].[Cs+].[OH:3][C:4]([CH:7]1[CH:10]([C:11]#[C:12][Si](C)(C)C)[NH:9][C:8]1=[O:17])([CH3:6])[CH3:5].O1CCCC1.CO>O.C(OCC)(=O)C>[OH:3][C:4]([C@H:7]1[C@H:10]([C:11]#[CH:12])[NH:9][C:8]1=[O:17])([CH3:5])[CH3:6] |f:0.1|. Procedure: A solution of cesium fluoride (0.05 g) in water (3 ml) is added to a mixture of 3-(1-hydroxy-1-methylethyl)-4-trimethylsilylethynyl-2-azetidinone (0.143 g) (cis-trans mixture), tetrahydrofuran (10 ml) and methanol (3 ml). The mixture is refluxed for 0.5 hour and then poured into a mixture of ethyl acetate (100 ml and water (50 ml). The organic layer is separated, washed with aqueous sodium chloride and dried over magnesium sulfate, followed by removal of the solvent by distillation under reduced... Starting materials: N[C@@H](CCC(O)=O)CO (Glu-ol), N[C@@H](C)CO (Ala-ol), N[C@@H](CC(O)=O)C(=O)N[C@@H](CCC(O)=O)CO (Asp-Glu-ol), N[C@@H](CCC(N)=O)CO (Gln-ol), N[C@H](CC(O)=O)CO (D-Asp-ol), N[C@@H](CCCN)CO (Orn-ol), N[C@@H](CCCCN)CO (Lys-ol), N[C@@H](CC(N)=O)CO (Asn-ol), N1[C@H](CO)CCC1 (Pro-ol), N[C@H](CCCCN)CO (D-Lys-ol). Product: N[C@@H](CCC(O)=O)C(=O)O (Glu). RXN SMILES: [NH2:1][C@H:2]([CH2:8][OH:9])[CH2:3][CH2:4][C:5](=[O:7])[OH:6].N[C@H](CO)CC(=[O:15])N.N1CCC[C@H]1CO.N[C@H](CO)CCC(=O)N.N[C@H](CO)C.N[C@@H](CO)CCCCN.N[C@H](CO)CCCCN.N[C@@H](CO)CC(=O)O.N[C@H](CO)CCCN.N[C@H](C(N[C@H](CO)CCC(=O)O)=O)CC(=O)O>>[NH2:1][C@H:2]([C:8]([OH:15])=[O:9])[CH2:3][CH2:4][C:5](=[O:6])[OH:7]. Reported procedure: A10 -ol, Glu-ol, Asn-ol, Pro-ol, Gln-ol, Ala-ol, D-Lys-ol, Lys-ol, D-Asp-ol, Orn-ol or is Asp-Glu-ol. The reactants are CCc1cc(C(C)=O)c(O)c(C(=O)O)c1, C(=NC1CCCCC1)=NC1CCCCC1, Nc1nnn[nH]1, c1ccncc1. Yields the product CCc1cc(C(C)=O)c(O)c(C(=O)Nc2nnn[nH]2)c1. Reaction SMILES: [C:1]([CH3:2])(=[O:3])[c:4]1[c:5]([OH:15])[c:6]([C:7](=[O:8])[OH:9])[cH:10][c:11]([CH2:13][CH3:14])[cH:12]1.[CH:16]1([N:17]=[C:18]=[N:19][CH:20]2[CH2:21][CH2:22][CH2:23][CH2:24][CH2:25]2)[CH2:26][CH2:27][CH2:28][CH2:29][CH2:30]1.[NH2:31][c:32]1[n:33][n:34][n:35][nH:36]1.[cH:37]1[cH:38][cH:39][n:40][cH:41][cH:42]1>>[C:1]([CH3:2])(=[O:3])[c:4]1[c:5]([OH:15])[c:6]([C:7](=[O:8])[NH:31][c:32]2[n:33][n:34][n:35][nH:36]2)[cH:10][c:11]([CH2:13][CH3:14])[cH:12]1. Reactants: CC(=O)O, CCOCC, CCC=O, Clc1ccc(C(c2ccccc2)N2CCNCC2)cc1, [Na+], C1COCCO1, [OH-], c1ccc2[nH]ccc2c1. Product: CCC(c1c[nH]c2ccccc12)N1CCN(C(c2ccccc2)c2ccc(Cl)cc2)CC1. As a reaction SMILES: [CH3:42][C:43](=[O:44])[OH:45].[CH3:46][CH2:47][O:48][CH2:49][CH3:50].[CH:21]([CH2:22][CH3:23])=[O:24].[Cl:1][c:2]1[cH:3][cH:4][c:5]([CH:8]([N:9]2[CH2:10][CH2:11][NH:12][CH2:13][CH2:14]2)[c:15]2[cH:16][cH:17][cH:18][cH:19][cH:20]2)[cH:6][cH:7]1.[Na+:35].[O:36]1[CH2:37][CH2:38][O:39][CH2:40][CH2:41]1.[OH-:34].[nH:25]1[cH:26][cH:27][c:28]2[cH:29][cH:30][cH:31][cH:32][c:33]12>>[Cl:1][c:2]1[cH:3][cH:4][c:5]([CH:8]([N:9]2[CH2:10][CH2:11][N:12]([CH:21]([CH2:22][CH3:23])[c:27]3[cH:26][nH:25][c:33]4[c:28]3[cH:29][cH:30][cH:31][cH:32]4)[CH2:13][CH2:14]2)[c:15]2[cH:16][cH:17][cH:18][cH:19][cH:20]2)[cH:6][cH:7]1.